describe an organic reaction: reactants, conditions, products, and yield From a dataset of the Open Reaction Database (ORD), a public repository of structured organic reaction records. The reactants are cuprous chloride, C=C1C(C2CCC1C2)=O (3-methylenebicyclo[2.2.1]heptan-2-one), [I-].[I-].C (methane diiodide). The reagents and catalysts are [Zn] (Zinc). Product: C12(CC1)C1CCC(C2=O)C1 (Spiro[bicyclo[2.2.1]heptane-2,1′-cyclopropane]-3-one). The solvent is C(C)OCC (diethyl ether). Reported procedure: Zinc powder (15.10 g) was suspended in diethyl ether (70 mL) and to which cuprous chloride (2.29 g) was added at room temperature, followed by 30 minutes' refluxing in nitrogen atmosphere. The suspension was cooled to 0° C. and to which 3-methylenebicyclo[2.2.1]heptan-2-one (7.0 mL) was added at 0° C. Into the reaction mixture, methane diiodide (7.0 mL) was slowly dropped at 0° C. and after the end of the dropping, the reaction mixture was refluxed for 30 hours in nitrogen atmosphere. Cooling th... RXN SMILES: [CH2:1]=[C:2]1[CH:7]2[CH2:8][CH:4]([CH2:5][CH2:6]2)[C:3]1=[O:9].[I-].[I-].[CH4:12]>C(OCC)C.[Zn]>[C:2]12([C:3](=[O:9])[CH:4]3[CH2:8][CH:7]1[CH2:6][CH2:5]3)[CH2:12][CH2:1]2 |f:1.2.3|. Reaction conditions: time 30 minute. The reactants are O (Water), BrC(C)C (2-Bromopropane), BrC1=NC=C(C=C1)O (2-bromo-5-hydroxypyridine), C([O-])([O-])=O.[K+].[K+] (potassium carbonate). Run in CN(C=O)C (N,N-dimethylformamide). Run at temperature 80 celsius, time 4 hour. Product: BrC1=NC=C(C=C1)OC(C)C (2-Bromo-5-isopropyloxypyridine). As a reaction SMILES: Br[CH:2]([CH3:4])[CH3:3].[Br:5][C:6]1[CH:11]=[CH:10][C:9]([OH:12])=[CH:8][N:7]=1.C(=O)([O-])[O-].[K+].[K+].O>CN(C)C=O>[Br:5][C:6]1[CH:11]=[CH:10][C:9]([O:12][CH:2]([CH3:4])[CH3:3])=[CH:8][N:7]=1 |f:2.3.4|. Reported procedure: 2-Bromopropane (701 μl) was added to a suspension of 2-bromo-5-hydroxypyridine (1.0 g) and potassium carbonate (2.38 g) in N,N-dimethylformamide (19 ml), and stirred at 80° C. for four hours. Water was added to the reaction solution and extracted with ethyl acetate. The organic layer was washed with water and saturated brine, dried over anhydrous sodium sulfate and concentrated in vacuo. The residue was purified with silica gel column chromatography (n-hexane/ethyl acetate) to give the titled co... Reactants: C1(=CC=CC=C1)P(CCCCP(C1=CC=CC=C1)C1=CC=CC=C1)C1=CC=CC=C1 (1,4-bis(diphenylphosphino)butane), C(CCO)O (1,3-propane-diol), C(C=C)N(CC=C)CC=C (triallylamine), C(C=C)O (allyl alcohol), N (ammonia). The reagents and catalysts are Cl[Pd]Cl (PdCl2). Solvent: O (water). Conditions: time 2 hour. Product: C(C=C)N (monoallylamine), C(C=C)NCC=C (diallylamine). RXN SMILES: C1(P(C2C=CC=CC=2)CCCCP(C2C=CC=CC=2)C2C=CC=CC=2)C=CC=CC=1.C(O)CCO.C(O)C=C.N.[CH2:41]([N:44](CC=C)[CH2:45][CH:46]=[CH2:47])[CH:42]=[CH2:43]>Cl[Pd]Cl.O>[CH2:41]([NH2:44])[CH:42]=[CH2:43].[CH2:41]([NH:44][CH2:45][CH:46]=[CH2:47])[CH:42]=[CH2:43]. Procedure details: To 1.8 mg (0.01 millimole) of PdCl2 was added 8.5 mg (0.02 millimole) of 1,4-bis(diphenylphosphino)butane, and 5.0 g of 1,3-propane-diol and 3.6 g of water were added and reaction between 8.4 g (145 millimoles) of allyl alcohol and 3.2 g (188 millimoles) of ammonia was carried out at 110° C. with stirring for 2 hours. As the products, there were obtained 0.26 g (4.6 millimoles) of monoallylamine, 0.53 g (5.4 millimoles) of diallylamine 0.63 g (4.6 millimoles) of triallylamine. The conversion bas... Reactants: O[C@H]1[C@@H](C2=C(OC1(C)C)C=CC(=C2)C#N)N2C(C=C(C=C2)CCO[Si](C)(C)C(C)(C)C)=O (trans-3-hydroxy-6-cyano-3,4-dihydro-2,2-dimethyl-4-{1,2-dihydro-2-oxo-4-(2-t-butyldimethylsilyloxyethyl)-1-pyridinyl}-2H-benzo[b]pyran), [H-].[Na+] (sodium hydride), O (water). Solvent: O1CCCC1 (tetrahydrofuran). Product: C(#N)C1=CC2=C(OC(C=C2N2C(C=C(C=C2)C=C)=O)(C)C)C=C1 (6-cyano-2,2-dimethyl-4-(1,2-dihydro-2-oxo-4-vinyl-1-pyridinyl)-2H-benzo[b]pyran). Isolated yield 94.4%. As a reaction SMILES: O[C@@H:2]1[C:7]([CH3:9])([CH3:8])[O:6][C:5]2[CH:10]=[CH:11][C:12]([C:14]#[N:15])=[CH:13][C:4]=2[C@H:3]1[N:16]1[CH:21]=[CH:20][C:19]([CH2:22][CH2:23]O[Si](C(C)(C)C)(C)C)=[CH:18][C:17]1=[O:32].[H-].[Na+].O>O1CCCC1>[C:14]([C:12]1[CH:11]=[CH:10][C:5]2[O:6][C:7]([CH3:8])([CH3:9])[CH:2]=[C:3]([N:16]3[CH:21]=[CH:20][C:19]([CH:22]=[CH2:23])=[CH:18][C:17]3=[O:32])[C:4]=2[CH:13]=1)#[N:15] |f:1.2|. Procedure details: In 105 ml of anhydrous tetrahydrofuran, is dissolved 3.18 g of trans-3-hydroxy-6-cyano-3,4-dihydro-2,2-dimethyl-4-{1,2-dihydro-2-oxo-4-(2-t-butyldimethylsilyloxyethyl)-1-pyridinyl}-2H-benzo[b]pyran obtained in Example 23. Then, 0.28 g of 60% oily sodium hydride is added to the solution at room temperature and reacted under reflux for one hour. After stopping the reaction by adding water, the reaction mixture is extracted with ether. The organic layer is washed with saturated aqueous solution of ...